From a dataset of the Open Reaction Database (ORD), a public repository of structured organic reaction records. describe an organic reaction: reactants, conditions, products, and yield Reactants: ClC=1C(=NC2=CC=CC(=C2N1)C1=CC=2C(NCCC2N1)=O)C (2-(3-chloro-2-methylquinoxalin-5-yl)-6,7-dihydro-1H-pyrrolo[3,2-c]pyridin-4(5H)-one), O1C=C(C=C1)B(O)O (furan-3-ylboronic acid), C(=O)([O-])[O-].[Na+].[Na+] (Na2CO3), CO.C(Cl)Cl (MeOH DCM). Reagents/catalysts: C=1C=CC(=CC1)[P](C=2C=CC=CC2)(C=3C=CC=CC3)[Pd]([P](C=4C=CC=CC4)(C=5C=CC=CC5)C=6C=CC=CC6)([P](C=7C=CC=CC7)(C=8C=CC=CC8)C=9C=CC=CC9)[P](C=1C=CC=CC1)(C=1C=CC=CC1)C=1C=CC=CC1 (Pd(PPh3)4). Solvent: O1CCOCC1 (1,4-dioxane), O (water). Run at temperature 100 celsius, time 20 minute. The product is O1C=C(C=C1)C=1C(=NC2=CC=CC(=C2N1)C1=CC=2C(NCCC2N1)=O)C (2-(3-(furan-3-yl)-2-methylquinoxalin-5-yl)-6,7-dihydro-1H-pyrrolo[3,2-c]pyridin-4(5H)-one). The yield is 88.4%. Reaction SMILES: Cl[C:2]1[C:3]([CH3:22])=[N:4][C:5]2[C:10]([N:11]=1)=[C:9]([C:12]1[NH:20][C:19]3[CH2:18][CH2:17][NH:16][C:15](=[O:21])[C:14]=3[CH:13]=1)[CH:8]=[CH:7][CH:6]=2.[O:23]1[CH:27]=[CH:26][C:25](B(O)O)=[CH:24]1.C([O-])([O-])=O.[Na+].[Na+].CO.C(Cl)Cl>O1CCOCC1.O.C1C=CC([P]([Pd]([P](C2C=CC=CC=2)(C2C=CC=CC=2)C2C=CC=CC=2)([P](C2C=CC=CC=2)(C2C=CC=CC=2)C2C=CC=CC=2)[P](C2C=CC=CC=2)(C2C=CC=CC=2)C2C=CC=CC=2)(C2C=CC=CC=2)C2C=CC=CC=2)=CC=1>[O:23]1[CH:27]=[CH:26][C:25]([C:2]2[C:3]([CH3:22])=[N:4][C:5]3[C:10]([N:11]=2)=[C:9]([C:12]2[NH:20][C:19]4[CH2:18][CH2:17][NH:16][C:15](=[O:21])[C:14]=4[CH:13]=2)[CH:8]=[CH:7][CH:6]=3)=[CH:24]1 |f:2.3.4,5.6,^1:52,54,73,92|. Procedure: A solution of 2-(3-chloro-2-methylquinoxalin-5-yl)-6,7-dihydro-1H-pyrrolo[3,2-c]pyridin-4(5H)-one (Example 425; 37.7 mg, 0.121 mmol), furan-3-ylboronic acid (Boron Molecular, Research Triangle, N.C.; 20.23 mg, 0.181 mmol), Na2CO3 (38.3 mg, 0.362 mmol), and Pd(PPh3)4 (Strem Chemicals, Inc.; 6.96 mg, 6.03 μmol) in a mixture of 1,4-dioxane (1.5 mL) and water (0.500 mL) was stirred under argon at 100° C. for 20 min. The reaction mixture was then concentrated onto silica gel and chromatographically p... Reactants: OBO, CCC(CC)c1cc(C)nn2c(-c3sc(Br)nc3C)c(C)nc12, CCO, FC(F)(F)Oc1ccccc1, [Na+], [Na+], O=C([O-])[O-], c1ccc(P(c2ccccc2)(c2ccccc2)[Pd](P(c2ccccc2)(c2ccccc2)c2ccccc2)(P(c2ccccc2)(c2ccccc2)c2ccccc2)P(c2ccccc2)(c2ccccc2)c2ccccc2)cc1. Yields the product CCC(CC)c1cc(C)nn2c(-c3sc(-c4ccc(OC(F)(F)F)cc4)nc3C)c(C)nc12. RXN SMILES: [BH:24]([OH:25])[OH:26].[CH2:1]([CH3:2])[CH:3]([CH2:4][CH3:5])[c:6]1[c:7]2[n:8]([n:9][c:10]([CH3:12])[cH:11]1)[c:13](-[c:17]1[c:18]([CH3:23])[n:19][c:20]([Br:22])[s:21]1)[c:14]([CH3:16])[n:15]2.[CH3:121][CH2:122][OH:123].[F:27][C:28]([O:29][c:30]1[cH:31][cH:32][cH:33][cH:34][cH:35]1)([F:36])[F:37].[Na+:38].[Na+:39].[O-:40][C:41](=[O:42])[O-:43].[cH:44]1[cH:45][cH:46][c:47]([P:48]([Pd:49]([P:50]([c:51]2[cH:52][cH:53][cH:54][cH:55][cH:56]2)([c:57]2[cH:58][cH:59][cH:60][cH:61][cH:62]2)[c:63]2[cH:64][cH:65][cH:66][cH:67][cH:68]2)([P:69]([c:70]2[cH:71][cH:72][cH:73][cH:74][cH:75]2)([c:76]2[cH:77][cH:78][cH:79][cH:80][cH:81]2)[c:82]2[cH:83][cH:84][cH:85][cH:86][cH:87]2)[P:88]([c:89]2[cH:90][cH:91][cH:92][cH:93][cH:94]2)([c:95]2[cH:96][cH:97][cH:98][cH:99][cH:100]2)[c:101]2[cH:102][cH:103][cH:104][cH:105][cH:106]2)([c:107]2[cH:108][cH:109][cH:110][cH:111][cH:112]2)[c:113]2[cH:114][cH:115][cH:116][cH:117][cH:118]2)[cH:119][cH:120]1>>[CH2:1]([CH3:2])[CH:3]([CH2:4][CH3:5])[c:6]1[c:7]2[n:8]([n:9][c:10]([CH3:12])[cH:11]1)[c:13](-[c:17]1[c:18]([CH3:23])[n:19][c:20](-[c:33]3[cH:32][cH:31][c:30]([O:29][C:28]([F:27])([F:36])[F:37])[cH:35][cH:34]3)[s:21]1)[c:14]([CH3:16])[n:15]2. Yields the product CC(C)CN(C)c1cc2c(cc1Cl)NC(=O)CC(c1cccc(-n3nncc3CN3CCCCC3)c1)=N2. Reaction SMILES: [CH2:38]1[CH2:39][CH2:40][NH:41][CH2:42][CH2:43]1.[Cl-:37].[Cl:1][c:2]1[c:3]([N:27]([CH3:28])[CH2:29][CH:30]([CH3:31])[CH3:32])[cH:4][c:5]2[c:6]([cH:26]1)[NH:7][C:8](=[O:25])[CH2:9][C:10]([c:12]1[cH:13][c:14](-[n:18]3[n:19][n:20][cH:21][c:22]3[CH2:23][OH:24])[cH:15][cH:16][cH:17]1)=[N:11]2.[Cl:44][CH2:45][Cl:46].[O:47]=[CH:48][N:49]([CH3:50])[CH3:51].[S:33]([Cl:34])([Cl:35])=[O:36]>>[Cl:1][c:2]1[c:3]([N:27]([CH3:28])[CH2:29][CH:30]([CH3:31])[CH3:32])[cH:4][c:5]2[c:6]([cH:26]1)[NH:7][C:8](=[O:25])[CH2:9][C:10]([c:12]1[cH:13][c:14](-[n:18]3[n:19][n:20][cH:21][c:22]3[CH2:23][N:41]3[CH2:40][CH2:39][CH2:38][CH2:43][CH2:42]3)[cH:15][cH:16][cH:17]1)=[N:11]2. The reactants are C1CCNCC1, [Cl-], CC(C)CN(C)c1cc2c(cc1Cl)NC(=O)CC(c1cccc(-n3nncc3CO)c1)=N2, ClCCl, CN(C)C=O, O=S(Cl)Cl.